Dataset: the Open Reaction Database (ORD), a public repository of structured organic reaction records. Task: describe an organic reaction: reactants, conditions, products, and yield Product: NC(=O)c1ccc(CCC2=NNC(=O)C2)cc1. Reaction SMILES: [CH3:1][O:2][C:3](=[O:4])[c:5]1[cH:6][cH:7][c:8]([CH2:11][CH2:12][C:13]2=[N:14][NH:15][C:16](=[O:18])[CH2:17]2)[cH:9][cH:10]1.[NH4+:19].[OH-:20]>>[O:2]=[C:3]([c:5]1[cH:6][cH:7][c:8]([CH2:11][CH2:12][C:13]2=[N:14][NH:15][C:16](=[O:18])[CH2:17]2)[cH:9][cH:10]1)[NH2:19]. Starting materials: COC(=O)c1ccc(CCC2=NNC(=O)C2)cc1, [NH4+], [OH-]. The reactants are NC1C(CC(C(C1OCC1=CC=CC=C1)OCC1=CC=CC=C1)COCC1=CC=CC=C1)O (rac-(1R,2R,3S,4S,5S)-2-amino-3,4-bis(benzyloxy)-5-((benzyloxy)methyl)cyclohexanol), Cl.C(C)(OC)=N (methyl acetimidate hydrochloride), TEA. Solvent: C(Cl)Cl (DCM), C(Cl)Cl (DCM). Conditions: time 3 hour. The product is C(C1=CC=CC=C1)OC1C(C(CC2C1N=C(O2)C)COCC2=CC=CC=C2)OCC2=CC=CC=C2 (rac-(3aS,4R,5R,6R,7aS)-4,5-bis(benzyloxy)-6-((benzyloxy)methyl)-2-methyl-3a,4,5,6,7,7a-hexahydrobenzo[d]oxazole). The yield is 44.5%. RXN SMILES: [NH2:1][CH:2]1[CH:7]([O:8][CH2:9][C:10]2[CH:15]=[CH:14][CH:13]=[CH:12][CH:11]=2)[CH:6]([O:16][CH2:17][C:18]2[CH:23]=[CH:22][CH:21]=[CH:20][CH:19]=2)[CH:5]([CH2:24][O:25][CH2:26][C:27]2[CH:32]=[CH:31][CH:30]=[CH:29][CH:28]=2)[CH2:4][CH:3]1[OH:33].Cl.[C:35](=N)(OC)[CH3:36]>C(Cl)Cl>[CH2:9]([O:8][CH:7]1[CH:2]2[N:1]=[C:35]([CH3:36])[O:33][CH:3]2[CH2:4][CH:5]([CH2:24][O:25][CH2:26][C:27]2[CH:32]=[CH:31][CH:30]=[CH:29][CH:28]=2)[CH:6]1[O:16][CH2:17][C:18]1[CH:19]=[CH:20][CH:21]=[CH:22][CH:23]=1)[C:10]1[CH:11]=[CH:12][CH:13]=[CH:14][CH:15]=1 |f:1.2|. Procedure details: To a solution of Intermediate B (224 mg, 0.50 mmol) in dry DCM (2 mL) was added methyl acetimidate hydrochloride (110 mg, 1.00 mmol) followed by a solution of TEA (51 mg, 0.50 mmol) in dry DCM (2 mL). The mixture was stirred under nitrogen at room temperature for 3 h. The mixture was diluted with satd. aqueous NaHCO3 (10 mL), extracted with DCM (3×10 mL). The combined extracts were washed with brine and dried over Na2SO4. Solvents were evaporated under reduced pressure. The crude product was pur... The reactants are NC1=CC(NC(=N1)C1=C(C=CC=C1)OCCC)=O (6-amino-2-(2-propoxyphenyl)pyrimidin-4[3H]-one), C(C)(=O)OC(C)=O (acetic anhydride). The product is C(C)(=O)NC1=CC(NC(=N1)C1=C(C=CC=C1)OCCC)=O (6-Acetamido-2-(2-propoxyphenyl)pyrimidin-4[3H]-one). RXN SMILES: [NH2:1][C:2]1[N:7]=[C:6]([C:8]2[CH:13]=[CH:12][CH:11]=[CH:10][C:9]=2[O:14][CH2:15][CH2:16][CH3:17])[NH:5][C:4](=[O:18])[CH:3]=1.[C:19](OC(=O)C)(=[O:21])[CH3:20]>>[C:19]([NH:1][C:2]1[N:7]=[C:6]([C:8]2[CH:13]=[CH:12][CH:11]=[CH:10][C:9]=2[O:14][CH2:15][CH2:16][CH3:17])[NH:5][C:4](=[O:18])[CH:3]=1)(=[O:21])[CH3:20]. Reported procedure: A stirred solution of 6-amino-2-(2-propoxyphenyl)pyrimidin-4[3H]-one (0.5 g) and acetic anhydride (5 ml) was heated under reflux for 2.5 hours. The cooled reaction mixture was evaporated under reduced pressure to yield a residue which was washed with water and recrystallized twice from methanol to yield the title compound, 0.29 g, m.p. 230°-1° C. The reactants are intermediate 19, FC(C=1C=C(C=CC1)O)(F)F (3-trifluoromethyl-phenol), COC(C(CC1CCCC1)Br)=O (2-bromo-3-cyclopentyl-propionic acid methyl ester), ClC=1C(N(N=CC1Cl)C1OCCCC1)=O (4,5-dichloro-2-(tetrahydropyran-2-yl)-2H-pyridazin-3-one), ClC=1C(N(N=CC1Cl)C1OCCCC1)=O (4,5-dichloro-2-(tetrahydropyran-2-yl)-2H-pyridazin-3-one), COC(C(CC1CCCC1)Br)=O (2-bromo-3-cyclopentyl-propionic acid methyl ester). Yields the product C1(CCCC1)CC(C(=O)O)N1N=CC(=CC1=O)OC1=CC(=CC=C1)C(F)(F)F (3-cyclopentyl-2-[6-oxo-4-(3-trifluoromethyl-phenoxy)-6H-pyridazin-1-yl]-propionic acid). As a reaction SMILES: Cl[C:2]1[C:3](=[O:15])[N:4](C2CCCCO2)[N:5]=[CH:6][C:7]=1Cl.[F:16][C:17]([F:26])([F:25])[C:18]1[CH:19]=[C:20]([OH:24])[CH:21]=[CH:22][CH:23]=1.C[O:28][C:29](=[O:38])[CH:30](Br)[CH2:31][CH:32]1[CH2:36][CH2:35][CH2:34][CH2:33]1>>[CH:32]1([CH2:31][CH:30]([N:4]2[C:3](=[O:15])[CH:2]=[C:7]([O:24][C:20]3[CH:21]=[CH:22][CH:23]=[C:18]([C:17]([F:25])([F:26])[F:16])[CH:19]=3)[CH:6]=[N:5]2)[C:29]([OH:28])=[O:38])[CH2:36][CH2:35][CH2:34][CH2:33]1. Procedure details: In an analogous manner to the stepwise sequence outlined in intermediate 19, starting from 4,5-dichloro-2-(tetrahydropyran-2-yl)-2H-pyridazin-3-one (Intermediate 20) and 3-trifluoromethyl-phenol and alkylating with 2-bromo-3-cyclopentyl-propionic acid methyl ester (Intermediate 10) afforded 3-cyclopentyl-2-[6-oxo-4-(3-trifluoromethyl-phenoxy)-6H-pyridazin-1-yl]-propionic acid as a white solid (774.7 mg, 93% for the final step); ES+-HRMS m/e calcd for C19H19N2O4F3 [M+H+] 397.1370, found 397.1368.... The reactants are Fc1ccc(Br)cc1N=C(c1ccccc1)c1ccccc1, [Li]CCCC, CSC, [Cl-], [NH4+], C1CCOC1, O. The product is CSc1ccc(F)c(N=C(c2ccccc2)c2ccccc2)c1. Reaction SMILES: [C:6]([c:7]1[cH:8][cH:9][cH:10][cH:11][cH:12]1)([c:13]1[cH:14][cH:15][cH:16][cH:17][cH:18]1)=[N:19][c:20]1[c:21]([F:27])[cH:22][cH:23][c:24]([Br:26])[cH:25]1.[CH2:1]([Li:2])[CH2:3][CH2:4][CH3:5].[CH3:28][S:29][CH3:30].[Cl-:31].[NH4+:32].[O:33]1[CH2:34][CH2:35][CH2:36][CH2:37]1.[OH2:38]>>[C:6]([c:7]1[cH:8][cH:9][cH:10][cH:11][cH:12]1)([c:13]1[cH:14][cH:15][cH:16][cH:17][cH:18]1)=[N:19][c:20]1[c:21]([F:27])[cH:22][cH:23][c:24]([S:29][CH3:28])[cH:25]1. The solvent is C1(=CC=CC=C1)C (toluene). Reported procedure: 2,5-Dihydro-2,5-dimethyl-4-hydroxy-N-phenyl-1,2-thiazino [5,6-b]-indole-3-carboxamide-1,1-dioxide was prepared analogous to Example 9 from methyl 2,5-dihydro-2,5-dimethyl-4-hydroxy-1,2-thiazino[5,6-b]indole-3-carboxylate-1,1-dioxide and aniline in toluene; M.p.: 269°-270° C. (decomposition); The reactants are CN1S(C2=C(N(C=3C=CC=CC23)C)C(=C1C(=O)OC)O)(=O)=O (methyl 2,5-dihydro-2,5-dimethyl-4-hydroxy-1,2-thiazino[5,6-b]indole-3-carboxylate-1,1-dioxide), NC1=CC=CC=C1 (aniline). As a reaction SMILES: [CH3:1][N:2]1[C:15]([C:16](OC)=[O:17])=[C:14]([OH:20])[C:5]2[N:6]([CH3:13])[C:7]3[CH:8]=[CH:9][CH:10]=[CH:11][C:12]=3[C:4]=2[S:3]1(=[O:22])=[O:21].[NH2:23][C:24]1[CH:29]=[CH:28][CH:27]=[CH:26][CH:25]=1>C1(C)C=CC=CC=1>[CH3:1][N:2]1[C:15]([C:16]([NH:23][C:24]2[CH:29]=[CH:28][CH:27]=[CH:26][CH:25]=2)=[O:17])=[C:14]([OH:20])[C:5]2[N:6]([CH3:13])[C:7]3[CH:8]=[CH:9][CH:10]=[CH:11][C:12]=3[C:4]=2[S:3]1(=[O:21])=[O:22]. The product is CN1S(C2=C(N(C=3C=CC=CC23)C)C(=C1C(=O)NC1=CC=CC=C1)O)(=O)=O (2,5-Dihydro-2,5-dimethyl-4-hydroxy-N-phenyl-1,2-thiazino [5,6-b]-indole-3-carboxamide-1,1-dioxide). Procedure details: To a stirred mixture of 1.8 g (0.0042 mole) of methyl 4-[2-chloro-4-fluoro-5-(4-difluoromethyl-4,5-dihydro-3-methyl-5-oxo-1H-1,2,4 -triazol-1-yl)phenoxy]-phenylcarboxylate and 1.3 g (0.0029 mole) of ethyl 4-[2-chloro-4-fluoro-5-(4-difluoromethyl-4,5-dihydro -3-methyl-5-oxo-1H-1,2,4-triazol-1-yl)phenoxy]phenylcarboxylate (prepared by the method of Step B using ethanol in place of methanol) in 20 mL of tetrahydrofuran was added a solution of 0.58 g (0.014) of sodium hydroxide in 30 mL of water. Th... The product is ClC1=C(OC2=CC=C(C=C2)C(=O)O)C=C(C(=C1)F)N1N=C(N(C1=O)C(F)F)C (4-[2-chloro-4-fluoro-5-(4-difluoromethyl-4,5-dihydro-3-methyl-5-oxo 1H-1,2,4-triazol-1-yl)phenoxy]phenylcarboxylic acid). Starting materials: [OH-].[Na+] (sodium hydroxide), ClC1=C(OC2=CC=C(C=C2)C(=O)OC)C=C(C(=C1)F)N1N=C(N(C1=O)C(F)F)C (methyl 4-[2-chloro-4-fluoro-5-(4-difluoromethyl-4,5-dihydro-3-methyl-5-oxo-1H-1,2,4 -triazol-1-yl)phenoxy]-phenylcarboxylate), ClC1=C(OC2=CC=C(C=C2)C(=O)OCC)C=C(C(=C1)F)N1N=C(N(C1=O)C(F)F)C (ethyl 4-[2-chloro-4-fluoro-5-(4-difluoromethyl-4,5-dihydro -3-methyl-5-oxo-1H-1,2,4-triazol-1-yl)phenoxy]phenylcarboxylate), Cl (hydrochloric acid). Yield: 143.9%. Solvent: O (water), O1CCCC1 (tetrahydrofuran), C(C)O (ethanol). Run at temperature 50 celsius, time 18 hour. As a reaction SMILES: [Cl:1][C:2]1[CH:18]=[C:17]([F:19])[C:16]([N:20]2[C:24](=[O:25])[N:23]([CH:26]([F:28])[F:27])[C:22]([CH3:29])=[N:21]2)=[CH:15][C:3]=1[O:4][C:5]1[CH:10]=[CH:9][C:8]([C:11]([O:13]C)=[O:12])=[CH:7][CH:6]=1.ClC1C=C(F)C(N2C(=O)N(C(F)F)C(C)=N2)=CC=1OC1C=CC(C(OCC)=O)=CC=1.[OH-].[Na+].Cl>O1CCCC1.O.C(O)C>[Cl:1][C:2]1[CH:18]=[C:17]([F:19])[C:16]([N:20]2[C:24](=[O:25])[N:23]([CH:26]([F:28])[F:27])[C:22]([CH3:29])=[N:21]2)=[CH:15][C:3]=1[O:4][C:5]1[CH:10]=[CH:9][C:8]([C:11]([OH:13])=[O:12])=[CH:7][CH:6]=1 |f:2.3|.